From a dataset of the Open Reaction Database (ORD), a public repository of structured organic reaction records. describe an organic reaction: reactants, conditions, products, and yield RXN SMILES: [C:1]([C:4]1[CH:9]=[CH:8][C:7]([NH:10][C:11](=[O:17])/[CH:12]=[CH:13]\[C:14](O)=[O:15])=[CH:6][CH:5]=1)([OH:3])=O.[C:18](O)(=O)/[CH:19]=[CH:20]\[C:21](N)=O.[C:26]([O-])(=O)[CH3:27].[Na+]>C(OC(=O)C)(=O)C>[C:1]([C:4]1[CH:9]=[CH:8][C:7]([N:10]2[C:11](=[O:17])[CH:12]=[CH:13][C:14]2=[O:15])=[CH:6][CH:5]=1)(=[O:3])[C:18]1[CH:27]=[CH:26][CH:21]=[CH:20][CH:19]=1 |f:2.3|. The solvent is C(C)(=O)OC(C)=O (ethanoic anhydride). Procedure: The method of Example 2 was employed, but, in place of the product of Example 1 the maleamic acid from Example 3 (15.0 g, 0.0508 mol) and anhydrous sodium ethanoate (3.00 g) in ethanoic anhydride (150 ml) were used. The maleimide was obtained. 1H-n.m.r (DMSO): δ 7.91 (4H, m, N-Ph); 7.52 (5H, m, Ph); 6.89 (2H, s, CH=CH), H.p.l.c. 100%. The product is C(C1=CC=CC=C1)(=O)C1=CC=C(C=C1)N1C(C=CC1=O)=O (N-(4-benzoylphenyl)maleimide). Reactants: C(=O)(O)C1=CC=C(C=C1)NC(\C=C/C(=O)O)=O (N-(4-carboxyphenyl)maleamic Acid), C(\C=C/C(=O)N)(=O)O (maleamic acid), C(C)(=O)[O-].[Na+] (sodium ethanoate). Reactants: FS(C1=CC=C(C=C1)N1N=NN=C1CO)(F)(F)(F)F ({1-[4-(pentafluoro-λ6-sulfanyl)phenyl]-1H-tetrazol-5-yl}methanol), FS(C1=CC=C(C=C1)N1N=NN=C1CO)(F)(F)(F)F ({1-[4-(pentafluoro-λ6-sulfanyl)phenyl]-1H-tetrazol-5-yl}methanol), O=S(Cl)Cl (SOCl2), S(=O)(Cl)Cl (Thionyl chloride). Run in C1(=CC=CC=C1)C (toluene). Run at time 4 hour. Yields the product ClCC1=NN=NN1C1=CC=C(C=C1)S(F)(F)(F)(F)F (5-(Chloromethyl)-1-[4-(pentafluoro-λ6-sulfanyl)phenyl]-1H-tetrazole). As a reaction SMILES: [F:1][S:2]([F:19])([F:18])([F:17])([F:16])[C:3]1[CH:8]=[CH:7][C:6]([N:9]2[C:13]([CH2:14]O)=[N:12][N:11]=[N:10]2)=[CH:5][CH:4]=1.O=S(Cl)[Cl:22]>C1(C)C=CC=CC=1>[Cl:22][CH2:14][C:13]1[N:9]([C:6]2[CH:7]=[CH:8][C:3]([S:2]([F:19])([F:18])([F:17])([F:16])[F:1])=[CH:4][CH:5]=2)[N:10]=[N:11][N:12]=1. Reported procedure: Thionyl chloride (1.72 g, 14.4 mmol) was added to a stirred solution of {1-[4-(pentafluoro-λ6-sulfanyl)phenyl]-1H-tetrazol-5-yl}methanol (Intermediate 44, 3.50 g, 11.6 mmol) in toluene (40 mL), SOCl2 at room temperature. The reaction mixture was stirred for 4 hr at reflux. The reaction mixture was concentrated under vacuum. The residue was diluted with DCM and washed with ice-water, saturated aq NaHCO3 and brine solution, dried over anhydrous Na2SO4, and concentrated under reduced pressure to gi... Run in CCCCCC (hexane), O1CCCC1 (tetrahydrofuran), CO (methanol), C(C)OCC (diethyl ether), C(Cl)Cl (methylene chloride), C(Cl)Cl (methylene chloride), O1CCCC1 (tetrahydrofuran). Product: C(#N)C1C(CCC1SC1=CC=C(C=C1)C)=O (2-cyano-3-(4-methylphenyl)thio-1-cyclopentanone). RXN SMILES: [C:1]1([CH3:8])[CH:6]=[CH:5][C:4]([SH:7])=[CH:3][CH:2]=1.C[Al](C)C.[C:13]1(=[O:18])[CH2:17][CH2:16][CH:15]=[CH:14]1.C1(C)C=CC(S([C:28]#[N:29])(=O)=O)=CC=1>C(Cl)Cl.CCCCCC.O1CCCC1.C(OCC)C.CO>[C:28]([CH:14]1[CH:15]([S:7][C:4]2[CH:5]=[CH:6][C:1]([CH3:8])=[CH:2][CH:3]=2)[CH2:16][CH2:17][C:13]1=[O:18])#[N:29]. Conditions: time 20 minute. Reported procedure: A solution of p-toluenethiol (13.7 g, 0.11 mol) in anhydrous methylene chloride was stirred under cooling with ice in a nitrogen stream, followed by the addition of a solution of trimethylaluminium (7.9 g, 0.11 mol) in hexane. The obtained mixture was stirred for about 20 minutes and cooled in a dry ice-acetone bath, followed by the dropwise addition of a solution of 2-cyclopentenone (8.41 g, 0.10 mol) in methylene chloride. The obtained mixture was further stirred for 30 minutes and diluted wit... Starting materials: C[Al](C)C (trimethylaluminium), C1(C=CCC1)=O (2-cyclopentenone), C1(=CC=C(C=C1)S)C (p-toluenethiol), C1(=CC=C(C=C1)S(=O)(=O)C#N)C (p-toluenesulfonyl cyanide).